Dataset: the Open Reaction Database (ORD), a public repository of structured organic reaction records. Task: describe an organic reaction: reactants, conditions, products, and yield As a reaction SMILES: [CH3:1][O:2][c:3]1[cH:4][cH:5][c:6](-[c:9]2[cH:10][c:11]([N+:22](=[O:23])[O-:24])[c:12]([CH:15]([C:16](=[O:17])[O-:18])[C:19]([O-:20])=[O:21])[cH:13][cH:14]2)[cH:7][cH:8]1.[ClH:25]>>[CH3:1][O:2][c:3]1[cH:4][cH:5][c:6](-[c:9]2[cH:10][c:11]([N+:22](=[O:23])[O-:24])[c:12]([CH2:15][C:16](=[O:17])[OH:18])[cH:13][cH:14]2)[cH:7][cH:8]1. The reactants are COc1ccc(-c2ccc(C(C(=O)[O-])C(=O)[O-])c([N+](=O)[O-])c2)cc1, Cl. Product: COc1ccc(-c2ccc(CC(=O)O)c([N+](=O)[O-])c2)cc1. Reactants: C(C1=CC=CC=C1)OC=1C=CC(=C2C=CC(NC12)=O)[C@H]1OC1 (8-(Benzyloxy)-5-[(2R)-oxiran-2-yl]quinolin-2(1H)-one), C(C1=CC=CC=C1)N (benzylamine). Conditions: temperature 150 celsius. Yields the product N (ammonia), C(C1=CC=CC=C1)NC[C@H](O)C1=C2C=CC(NC2=C(C=C1)OCC1=CC=CC=C1)=O (5-[(1R)-2-(Benzylamino)-1-hydroxyethyl]-8-(benzyloxy)quinolin-2(1H)-one). Reaction SMILES: [CH2:1]([O:8][C:9]1[CH:10]=[CH:11][C:12]([C@@H:20]2[CH2:22][O:21]2)=[C:13]2[C:18]=1[NH:17][C:16](=[O:19])[CH:15]=[CH:14]2)[C:2]1[CH:7]=[CH:6][CH:5]=[CH:4][CH:3]=1.[CH2:23]([NH2:30])[C:24]1[CH:29]=[CH:28][CH:27]=[CH:26][CH:25]=1>>[NH3:17].[CH2:23]([NH:30][CH2:22][C@@H:20]([C:12]1[CH:11]=[CH:10][C:9]([O:8][CH2:1][C:2]2[CH:7]=[CH:6][CH:5]=[CH:4][CH:3]=2)=[C:18]2[C:13]=1[CH:14]=[CH:15][C:16](=[O:19])[NH:17]2)[OH:21])[C:24]1[CH:29]=[CH:28][CH:27]=[CH:26][CH:25]=1. Procedure: 8-(Benzyloxy)-5-[(2R)-oxiran-2-yl]quinolin-2(1H)-one (0.102 g) (WO 9525104), was dissolved in benzylamine (0.5 ml) and heated in a microwave oven for 15 min at 150° C. Excess benzylamine was removed by evaporation on a rotary evaporator and the residue was purified on a silica SPE cartridge using methanol-dichloromethane-0.880 ammonia mixtures, to give the title compound (106 mg) LCMS RT=2.30 min The reactants are resultant mixture, C(C1=CC=C(C#N)C=C1)#N (Terephthalonitrile), [OH-].[Na+] (sodium hydroxide), O (water). The solvent is C(C)(C)(C)O (tert-butyl alcohol). Reaction conditions: temperature 5 celsius. Product: C(#N)C1=CC=C(C(=O)O)C=C1 (p-cyanobenzoic acid). Yield: 120.1%. RXN SMILES: [C:1](#[N:10])[C:2]1[CH:9]=[CH:8][C:5]([C:6]#N)=[CH:4][CH:3]=1.[OH-:11].[Na+].[OH2:13]>C(O)(C)(C)C>[C:1]([C:2]1[CH:9]=[CH:8][C:5]([C:6]([OH:13])=[O:11])=[CH:4][CH:3]=1)#[N:10] |f:1.2|. Reported procedure: Terephthalonitrile (12.8 g), sodium hydroxide (2.4 g), water (1.5 g), tert-butyl alcohol (300 ml) were mixed, and the resultant mixture stirred vigorously at 80° C. After the solvent was removed through distillation, sodium nitrite (16.6 g), acetic acid (250 ml), and acetic anhydride (25 ml) were added to the residue, and the resultant mixture was stirred vigorously at 5° C. Trifluoroacetic acid (27 g) was added dropwise to the mixture over three hours, and the mixture was further stirred vigoro... The reactants are C(C)(C)(C)OC(C=C(CCCCCCC1=NC=2NCCCC2C=C1)C=1SC2=C(N1)C=CC=C2)=O (3-(Benzothiazol-2-yl)-9-(5,6,7,8-tetrahydro-[1,8]naphthyridin-2-yl)-non-2-enoic acidtert-butyl ester), [H][H] (hydrogen). The reagents and catalysts are [Pd] (palladium on carbon). Solvent: C(C)O (ethanol), CO (methanol). The product is C(C)(C)(C)OC(CC(CCCCCCC1=NC=2NCCCC2C=C1)C=1SC2=C(N1)C=CC=C2)=O (3-(Benzothiazol-2-yl)-9-(5,6,7,8-tetrahydro-[1,8]naphthyridin-2-yl)-nonanoic acid tert-butyl ester). Reaction SMILES: [C:1]([O:5][C:6](=[O:34])[CH:7]=[C:8]([C:25]1[S:26][C:27]2[CH:33]=[CH:32][CH:31]=[CH:30][C:28]=2[N:29]=1)[CH2:9][CH2:10][CH2:11][CH2:12][CH2:13][CH2:14][C:15]1[CH:24]=[CH:23][C:22]2[CH2:21][CH2:20][CH2:19][NH:18][C:17]=2[N:16]=1)([CH3:4])([CH3:3])[CH3:2].[H][H]>[Pd].CO.C(O)C>[C:1]([O:5][C:6](=[O:34])[CH2:7][CH:8]([C:25]1[S:26][C:27]2[CH:33]=[CH:32][CH:31]=[CH:30][C:28]=2[N:29]=1)[CH2:9][CH2:10][CH2:11][CH2:12][CH2:13][CH2:14][C:15]1[CH:24]=[CH:23][C:22]2[CH2:21][CH2:20][CH2:19][NH:18][C:17]=2[N:16]=1)([CH3:4])([CH3:2])[CH3:3]. Reported procedure: To a stirred suspension of 10% palladium on carbon (50 mg) in methanol (5 mL) was added a solution of 3-(benzothiazol-2-yl)-9-(5,6,7,8-tetrahydro-[1,8]naphthyridin-2-yl)-non-2-enoic acidtert-butyl ester 29-7c (190 mg) in ethanol (5 mL) and the mixture was subjected to an atmosphere of hydrogen for 48 hours. The reaction mixture was filtered through Celite and concentrated at reduced pressure. The resulting oil was purified by flash column chromatography over silica gel with 4:1 hexanes/acetone t... RXN SMILES: CC1C=CC(S(O[C:12]([C:16]2[O:17][CH:18]=[CH:19][CH:20]=2)=[CH:13][C:14]#[N:15])(=O)=O)=CC=1.Cl.[NH2:22][CH:23](C(OCC)=O)[C:24]([O:26][CH2:27][CH3:28])=[O:25].[O-]CC.[Na+].Cl>C(O)C.O1CCCC1>[NH2:15][C:14]1[CH:13]=[C:12]([C:16]2[O:17][CH:18]=[CH:19][CH:20]=2)[NH:22][C:23]=1[C:24]([O:26][CH2:27][CH3:28])=[O:25] |f:1.2,3.4|. Isolated yield 33.3%. The solvent is C(C)O (ethanol), C(C)O (ethanol), O1CCCC1 (tetrahydrofuran). Yields the product NC1=C(NC(=C1)C=1OC=CC1)C(=O)OCC (ethyl 3-amino-5-(2-furyl)-1H-pyrrole-2-carboxylate). Reported procedure: To a solution of 2-cyano-1-(2-furyl)vinyl 4-methylbenzenesulfonate (10.48 g) and diethyl aminomalonate hydrochloride (7.67 g) in a mixed solvent of ethanol (120 mL)-tetrahydrofuran (64 mL) was added dropwise a solution (36.9 mL) of 20% sodium ethoxide in ethanol under ice-cooling. After stirring at room temperature for 12 hrs, the reaction mixture was poured into ice water (350 mL) and adjusted to pH 7 with 1N hydrochloric acid. The organic solvent was evaporated under reduced pressure, and the ... Reaction conditions: time 12 hour. Starting materials: CC1=CC=C(C=C1)S(=O)(=O)OC(=CC#N)C=1OC=CC1 (2-cyano-1-(2-furyl)vinyl 4-methylbenzenesulfonate), Cl.NC(C(=O)OCC)C(=O)OCC (diethyl aminomalonate hydrochloride), [O-]CC.[Na+] (sodium ethoxide), ice water, Cl (hydrochloric acid). Reagents/catalysts: O1B(OC(C)(C)C1(C)C)B2OC(C)(C)C(O2)(C)C, [Ni](=C1N(C=CN1C=2C(=CC(=CC2C)C)C)C=3C(=CC(=CC3C)C)C)=C4N(C=CN4C=5C(=CC(=CC5C)C)C)C=6C(=CC(=CC6C)C)C. Starting materials: O(C1=CC=CC=2C=CNC12)C. Yields the product O(C1=CC=CC=2C(=CNC12)B3OC(C)(C)C(O3)(C)C)C. The solvent is CCCCCC. The yield is 58.0%. Reaction conditions: temperature 60 celsius, time 4 hour. The reactants are [Br-], CCCCCCC(Br)CC(=O)OC, N#Cc1ccccc1-c1ccc2[nH]ccc2c1, C1CCOC1, C[Si](C)(C)[N-][Si](C)(C)C, [Na+], O. Yields the product CCCCCCC(CC(=O)OC)n1ccc2cc(-c3ccccc3C#N)ccc21. RXN SMILES: [Br-:41].[Br:28][CH:29]([CH2:30][C:31](=[O:32])[O:33][CH3:34])[CH2:35][CH2:36][CH2:37][CH2:38][CH2:39][CH3:40].[C:11](#[N:12])[c:13]1[c:14](-[c:19]2[cH:20][c:21]3[cH:22][cH:23][nH:24][c:25]3[cH:26][cH:27]2)[cH:15][cH:16][cH:17][cH:18]1.[CH2:42]1[O:43][CH2:44][CH2:45][CH2:46]1.[CH3:1][Si:2]([N-:3][Si:4]([CH3:5])([CH3:6])[CH3:7])([CH3:8])[CH3:9].[Na+:10].[OH2:47]>>[C:11](#[N:12])[c:13]1[c:14](-[c:19]2[cH:20][c:21]3[cH:22][cH:23][n:24]([CH:29]([CH2:30][C:31](=[O:32])[O:33][CH3:34])[CH2:35][CH2:36][CH2:37][CH2:38][CH2:39][CH3:40])[c:25]3[cH:26][cH:27]2)[cH:15][cH:16][cH:17][cH:18]1.